From a dataset of the Open Reaction Database (ORD), a public repository of structured organic reaction records. describe an organic reaction: reactants, conditions, products, and yield Starting materials: IC1=NC=CC=C1 (2-iodopyridine), FC=1C=C(CNC(=O)C2=C(N(C3=CC(=CC=C23)O)CC2=NC=CC=C2)C(C)C)C=CC1F (N-(3,4-difluorobenzyl)-2-isopropyl-6-hydroxy-1-(pyridin-2-ylmethyl)-1H-indole-3-carboxamide), FC=1C=C(CNC(=O)C2=C(N(C3=CC(=CC=C23)O)CC2=NC=CC=C2)C(C)C)C=CC1F (N-(3,4-difluorobenzyl)-2-isopropyl-6-hydroxy-1-(pyridin-2-ylmethyl)-1H-indole-3-carboxamide), C([O-])([O-])=O.[Cs+].[Cs+] (cesium carbonate). Reagents/catalysts: [Cu] (copper). Run in CN(C=O)C (dimethylformamide). Reaction conditions: temperature 100 celsius, time 5 minute. Yields the product FC=1C=C(CNC(=O)C2=C(N(C3=CC(=CC=C23)OC2=NC=CC=C2)CC2=NC=CC=C2)C(C)C)C=CC1F (N-(3,4-Difluorobenzyl)-2-isopropyl-1-(pyridin-2-ylmethyl)-6-(pyridin-2-yloxy)-1H-indole-3-carboxamide). Reaction SMILES: [F:1][C:2]1[CH:3]=[C:4]([CH:29]=[CH:30][C:31]=1[F:32])[CH2:5][NH:6][C:7]([C:9]1[C:17]2[C:12](=[CH:13][C:14]([OH:18])=[CH:15][CH:16]=2)[N:11]([CH2:19][C:20]2[CH:25]=[CH:24][CH:23]=[CH:22][N:21]=2)[C:10]=1[CH:26]([CH3:28])[CH3:27])=[O:8].C(=O)([O-])[O-].[Cs+].[Cs+].I[C:40]1[CH:45]=[CH:44][CH:43]=[CH:42][N:41]=1>CN(C)C=O.[Cu]>[F:1][C:2]1[CH:3]=[C:4]([CH:29]=[CH:30][C:31]=1[F:32])[CH2:5][NH:6][C:7]([C:9]1[C:17]2[C:12](=[CH:13][C:14]([O:18][C:40]3[CH:45]=[CH:44][CH:43]=[CH:42][N:41]=3)=[CH:15][CH:16]=2)[N:11]([CH2:19][C:20]2[CH:25]=[CH:24][CH:23]=[CH:22][N:21]=2)[C:10]=1[CH:26]([CH3:28])[CH3:27])=[O:8] |f:1.2.3|. Procedure: To a solution of N-(3,4-difluorobenzyl)-2-isopropyl-6-hydroxy-1-(pyridin-2-ylmethyl)-1H-indole-3-carboxamide (Compound 220, 26 mg, 0.060 mmol) in dimethylformamide (1 ml) stirring at room temperature, was added cesium carbonate (83 mg, 0.25 mmol) and the reaction stirred for 5 minutes. 2-iodopyridine (0.05 mL, 0.09 g, 0.47 mmol) and then copper powder (7.0 mg, 0.11 mmol) was then directly added and the resulting mixture heated at 100° C. for 18 h. The reaction was cooled to room temperature, que... Starting materials: Cc1cc(N2CCCC2)c2cc(C)c(CO)cc2n1, ClCCl. The product is Cc1cc(N2CCCC2)c2cc(C)c(C=O)cc2n1. Reaction SMILES: [CH3:1][c:2]1[n:3][c:4]2[cH:5][c:6]([CH2:18][OH:19])[c:7]([CH3:17])[cH:8][c:9]2[c:10]([N:12]2[CH2:13][CH2:14][CH2:15][CH2:16]2)[cH:11]1.[Cl:20][CH2:21][Cl:22]>>[CH3:1][c:2]1[n:3][c:4]2[cH:5][c:6]([CH:18]=[O:19])[c:7]([CH3:17])[cH:8][c:9]2[c:10]([N:12]2[CH2:13][CH2:14][CH2:15][CH2:16]2)[cH:11]1. Reactants: NC1=NC=CC=2CCCCC12 (1-amino-5,6,7,8-tetrahydroisoquinoline), C(C)OC=C(C(=O)OCC)C#N (ethyl ethoxymethylenecyanoacetate), CCCCCC (Skellysolve B). Solvent: C1(=CC=CC=C1)C (toluene). Run at temperature 105 celsius. Product: C(#N)C(C(=O)OCC)=CNC1=NC=CC=2CCCCC12 (Ethyl 2-Cyano-3-(5,6,7,8-tetrahydro-1-isoquinolylamino)-acrylate). Yield: 75.6%. Reaction SMILES: [NH2:1][C:2]1[C:11]2[CH2:10][CH2:9][CH2:8][CH2:7][C:6]=2[CH:5]=[CH:4][N:3]=1.C(O[CH:15]=[C:16]([C:22]#[N:23])[C:17]([O:19][CH2:20][CH3:21])=[O:18])C.CCCCCC>C1(C)C=CC=CC=1>[C:22]([C:16](=[CH:15][NH:1][C:2]1[C:11]2[CH2:10][CH2:9][CH2:8][CH2:7][C:6]=2[CH:5]=[CH:4][N:3]=1)[C:17]([O:19][CH2:20][CH3:21])=[O:18])#[N:23]. Procedure details: A solution of 1-amino-5,6,7,8-tetrahydroisoquinoline [2.96 g., 0.02 mole; E. Ochiai and Y. Kawazoe, Pharm. Bull. (Tokyo), 5, 606 (1957)] and ethyl ethoxymethylenecyanoacetate (3.38 g., 0.02 mole) in toluene (8 ml.) was heated by means of an oil bath maintained at 105° C. for 15 minutes. The cooled solution was poured into Skellysolve B (175 ml.) with good stirring. The mixture was triturated and cooled with an ice bath. The mixture was filtered and the collected gummy solid recrystallized from c...